This data is from the Open Reaction Database (ORD), a public repository of structured organic reaction records. The task is: describe an organic reaction: reactants, conditions, products, and yield Starting materials: COC1=CC=C(C2=CC=CC=C12)O (4-methoxy-1-naphthol), ClC1=CC=C(C2=CC=CC=C12)O (4-chloro-1-naphthol), CC1=C(C2=CC=CC=C2C=C1)O (2-methyl-1-naphthol). Product: CC1=CC=C(C2=CC=CC=C12)O (4-methyl-1-naphthol). RXN SMILES: CO[C:3]1[C:12]2[C:7](=[CH:8][CH:9]=[CH:10][CH:11]=2)[C:6]([OH:13])=[CH:5][CH:4]=1.Cl[C:15]1C2C(=CC=CC=2)C(O)=CC=1.CC1C=CC2C(=CC=CC=2)C=1O>>[CH3:15][C:3]1[C:12]2[C:7](=[CH:8][CH:9]=[CH:10][CH:11]=2)[C:6]([OH:13])=[CH:5][CH:4]=1. Procedure details: 4-methoxy-1-naphthol; 4-chloro-1-naphthol; and 2-methyl-1-naphthol. For additional compounds see U.S. Pat. No. 5,262,295 at column 6, lines 17-20, incorporated herein by reference. Reactants: C (Darco), C(C)O (Ethanol), Cl.Cl.NCCS(=O)(=O)C1=C2C=CN=CC2=CC(=C1)C1=CC=C(C=C1)O (4-[5-(2-amino-ethanesulfonyl)-isoquinolin-7-yl]-phenol di-hydrochloride salt), C (Darco), [OH-].[Na+] (Sodium hydroxide), C (Darco). Solvent: O (Water). Reaction conditions: temperature 55 celsius, time 1 hour. Yields the product O.Cl.NCCS(=O)(=O)C1=C2C=CN=CC2=CC(=C1)C1=CC=C(C=C1)O.NCCS(=O)(=O)C1=C2C=CN=CC2=CC(=C1)C1=CC=C(C=C1)O.Cl (4-[5-(2-amino-ethanesulfonyl)-isoquinolin-7-yl]-phenol monohydrochloride hemihydrate). Isolated yield 68.9%. RXN SMILES: C([OH:3])C.[ClH:4].Cl.[NH2:6][CH2:7][CH2:8][S:9]([C:12]1[CH:21]=[C:20]([C:22]2[CH:27]=[CH:26][C:25]([OH:28])=[CH:24][CH:23]=2)[CH:19]=[C:18]2[C:13]=1[CH:14]=[CH:15][N:16]=[CH:17]2)(=[O:11])=[O:10].[OH-].[Na+].C>O>[OH2:3].[ClH:4].[NH2:6][CH2:7][CH2:8][S:9]([C:12]1[CH:21]=[C:20]([C:22]2[CH:27]=[CH:26][C:25]([OH:28])=[CH:24][CH:23]=2)[CH:19]=[C:18]2[C:13]=1[CH:14]=[CH:15][N:16]=[CH:17]2)(=[O:10])=[O:11].[NH2:6][CH2:7][CH2:8][S:9]([C:12]1[CH:21]=[C:20]([C:22]2[CH:27]=[CH:26][C:25]([OH:28])=[CH:24][CH:23]=2)[CH:19]=[C:18]2[C:13]=1[CH:14]=[CH:15][N:16]=[CH:17]2)(=[O:10])=[O:11].[ClH:4] |f:1.2.3,4.5,8.9.10.11.12|. Procedure details: Ethanol (8 L) and 4-[5-(2-amino-ethanesulfonyl)-isoquinolin-7-yl]-phenol di-hydrochloride salt (841.6 g; 2.097 moles) are charged to a 22 L flask equipped with overhead stirring, condenser, nitrogen inlet, heating mantle, thermocouple, and addition funnel. The 4-[5-(2-amino-ethanesulfonyl)-isoquinolin-7-yl]-phenol di-hydrochloride salt is rinsed in with ethanol (3.28 L). The reaction is warmed to 55° C. Sodium hydroxide solution (1100 mL; 1.91 N; 2.10 moles) is added to the reaction over 7 minut... Starting materials: ClC1=CC=C(C=C1)C1=NN(C(OC1)=O)CC=1C=C2C(C(NC2=CC1)=O)SC (5-[5-(4-Chloro-phenyl)-2-oxo-6H-[1,3,4]oxadiazin-3-ylmethyl]-3-methylsulphanyl-1,3-dihydro-indol-2-one). The reagents and catalysts are [Zn] (Zn). The solvent is C(C)(=O)O (acetic acid). Reaction conditions: time 6 hour. The product is ClC1=CC=C(C=C1)C1=NN(C(OC1)=O)CC=1C=C2CC(NC2=CC1)=O (5-[5-(4-Chloro-phenyl)-2-oxo-6H-[1,3,4]oxadiazin-3-ylmethyl]-1,3-dihydroindol-2-one). As a reaction SMILES: [Cl:1][C:2]1[CH:7]=[CH:6][C:5]([C:8]2[CH2:13][O:12][C:11](=[O:14])[N:10]([CH2:15][C:16]3[CH:17]=[C:18]4[C:22](=[CH:23][CH:24]=3)[NH:21][C:20](=[O:25])[CH:19]4SC)[N:9]=2)=[CH:4][CH:3]=1>C(O)(=O)C.[Zn]>[Cl:1][C:2]1[CH:7]=[CH:6][C:5]([C:8]2[CH2:13][O:12][C:11](=[O:14])[N:10]([CH2:15][C:16]3[CH:17]=[C:18]4[C:22](=[CH:23][CH:24]=3)[NH:21][C:20](=[O:25])[CH2:19]4)[N:9]=2)=[CH:4][CH:3]=1. Procedure: Powdered Zn (157.3 mmoles) is added to a solution of the compound obtained in Step F (15.73 mmoles) in glacial acetic acid (150 ml). The reaction mixture is stirred for 6 hours and then filtered. The filtrate is evaporated to dryness and then taken up in water (200 ml) and DCM (400 ml). The phases are separated and the aqueous phase is extracted with DCM; the organic phases are combined. The organic phase obtained is washed with water and then with saturated NaCl solution, dried over sodium sulp... Yields the product ClC1=CC2=C(SC(=C2CN(C)CC(OC)OC)C(=O)OCC)C=C1 (ethyl 5-chloro-3-[N-(2,2-dimethoxyethyl)-N-methyl(aminomethyl)]benzo[b]thiophene-2-carboxylate). The reactants are BrCC=1C2=C(SC1C(=O)OCC)C=CC(=C2)Cl (ethyl 3-bromomethyl-5-chlorobenzo[b]thiophene-2-carboxylate), COC(CNC)OC (methylaminoacetaldehyde dimethyl acetal), C([O-])([O-])=O.[K+].[K+] (potassium carbonate). Reported procedure: A mixture of ethyl 3-bromomethyl-5-chlorobenzo[b]thiophene-2-carboxylate (11.0 g, 0.033 mol), methylaminoacetaldehyde dimethyl acetal (4.76 g, 0.04 mol) and potassium carbonate (11.4 g, 0.8 mol) in dry acetone (200 ml) was stirred for 48 hours, filtered and the filtrate concentrated to give 11.8 g (96%) of ethyl 5-chloro-3-[N-(2,2-dimethoxyethyl)-N-methyl(aminomethyl)]benzo[b]thiophene-2-carboxylate. The solvent is CC(=O)C (acetone). Run at time 48 hour. As a reaction SMILES: Br[CH2:2][C:3]1[C:4]2[CH:16]=[C:15]([Cl:17])[CH:14]=[CH:13][C:5]=2[S:6][C:7]=1[C:8]([O:10][CH2:11][CH3:12])=[O:9].[CH3:18][O:19][CH:20]([O:24][CH3:25])[CH2:21][NH:22][CH3:23].C(=O)([O-])[O-].[K+].[K+]>CC(C)=O>[Cl:17][C:15]1[CH:14]=[CH:13][C:5]2[S:6][C:7]([C:8]([O:10][CH2:11][CH3:12])=[O:9])=[C:3]([CH2:2][N:22]([CH2:21][CH:20]([O:24][CH3:25])[O:19][CH3:18])[CH3:23])[C:4]=2[CH:16]=1 |f:2.3.4|. Isolated yield 96.2%. The reactants are NCCCCCCCCCCN (1,10-diaminodecane), C(CCCS(=O)(=O)Cl)S(=O)(=O)Cl (1,4-butanedisulfonyl chloride), NCCCCCCCCCCN (1,10-diaminodecane). Conditions: time 5 minute. Yields the product C(CCCS(=O)(=O)Cl)S(=O)(=O)Cl.NCCCCCCCCCCN (1,4-butanedisulfonylchloride 1,10-diaminodecane). RXN SMILES: [NH2:1][CH2:2][CH2:3][CH2:4][CH2:5][CH2:6][CH2:7][CH2:8][CH2:9][CH2:10][CH2:11][NH2:12].[CH2:13]([S:21]([Cl:24])(=[O:23])=[O:22])[CH2:14][CH2:15][CH2:16][S:17]([Cl:20])(=[O:19])=[O:18]>>[CH2:13]([S:21]([Cl:24])(=[O:22])=[O:23])[CH2:14][CH2:15][CH2:16][S:17]([Cl:20])(=[O:19])=[O:18].[NH2:1][CH2:2][CH2:3][CH2:4][CH2:5][CH2:6][CH2:7][CH2:8][CH2:9][CH2:10][CH2:11][NH2:12] |f:2.3|. Procedure: Next, in the mixing section 22, the vapor atmosphere of 1,10-diaminodecane was cooled, and the introduced base particles were exposed thereto for 5 minutes. Consequently, a polymerization reaction took place on the surface of the base particles between 1,4-butanedisulfonyl chloride and 1,10-diaminodecane, forming a film of 1,4-butanedisulfonylchloride-1,10-diaminodecane co-polymer.